Dataset: the Open Reaction Database (ORD), a public repository of structured organic reaction records. Task: describe an organic reaction: reactants, conditions, products, and yield Reactants: [N+](=O)([O-])C1=C2C(CC(C2=CC=C1)=O)=O (4-nitro-1,3-indanedione), O1CCCC1 (tetrahydrofuran), [H][H] (hydrogen). The reagents and catalysts are [Pd] (Pd/C). The solvent is C(C)O (ethanol). The product is C(C)(=O)C1C(C2=CC=CC(=C2C1=O)N)=O (2-Acetyl-4-amino 1,3 indanedione). As a reaction SMILES: [N+:1]([C:4]1[CH:12]=[CH:11][CH:10]=[C:9]2[C:5]=1[C:6](=[O:14])[CH2:7][C:8]2=[O:13])([O-])=O.[H][H].[O:17]1CC[CH2:19][CH2:18]1>C(O)C.[Pd]>[C:18]([CH:7]1[C:6](=[O:14])[C:5]2[C:9](=[CH:10][CH:11]=[CH:12][C:4]=2[NH2:1])[C:8]1=[O:13])(=[O:17])[CH3:19]. Procedure: To a suspension of 20.0 g of 4-nitro-1,3-indanedione in 100 mL tetrahydrofuran and 20 mL of ethanol, 1.0 g of 10% Pd/C catalyst was added and the mixture hydrogenated at 50 psi until three molar equivalents of hydrogen were taken up. The catalyst was filtered off and solvent was removed from the filtrate under reduced pressure. Recrystallization from ethanol afforded 14.8 g of the title compound, m.p. 126°-128°. Reactants: COc1cc(C(=O)N(C)c2ccc(C)cc2OCCCCCC(=O)O)ccc1NC(=O)c1cccc2[nH]c(CNC(=O)OC(C)(C)C)nc12, CC(C)(C)OC(=O)N1CCNCC1, CCN=C=NCCCN(C)C, CN(C)C=O, CCOC(C)=O, Cl, On1nnc2ccccc21. Product: COc1cc(C(=O)N(C)c2ccc(C)cc2OCCCCCC(=O)N2CCN(C(=O)OC(C)(C)C)CC2)ccc1NC(=O)c1cccc2[nH]c(CNC(=O)OC(C)(C)C)nc12. RXN SMILES: [C:1](=[O:2])([OH:3])[CH2:4][CH2:5][CH2:6][CH2:7][CH2:8][O:9][c:10]1[c:11]([N:17]([C:18]([c:19]2[cH:20][c:21]([O:46][CH3:47])[c:22]([NH:25][C:26](=[O:27])[c:28]3[cH:29][cH:30][cH:31][c:32]4[nH:33][c:34]([CH2:37][NH:38][C:39](=[O:40])[O:41][C:42]([CH3:43])([CH3:44])[CH3:45])[n:35][c:36]34)[cH:23][cH:24]2)=[O:48])[CH3:49])[cH:12][cH:13][c:14]([CH3:16])[cH:15]1.[C:50]([CH3:51])([CH3:52])([CH3:53])[O:54][C:55](=[O:56])[N:57]1[CH2:58][CH2:59][NH:60][CH2:61][CH2:62]1.[CH3:64][N:65]([CH3:66])[CH2:67][CH2:68][CH2:69][N:70]=[C:71]=[N:72][CH2:73][CH3:74].[CH3:85][N:86]([CH3:87])[CH:88]=[O:89].[CH3:90][CH2:91][O:92][C:93](=[O:94])[CH3:95].[ClH:63].[OH:75][n:76]1[c:77]2[cH:78][cH:79][cH:80][cH:81][c:82]2[n:83][n:84]1>>[C:1](=[O:2])([CH2:4][CH2:5][CH2:6][CH2:7][CH2:8][O:9][c:10]1[c:11]([N:17]([C:18]([c:19]2[cH:20][c:21]([O:46][CH3:47])[c:22]([NH:25][C:26](=[O:27])[c:28]3[cH:29][cH:30][cH:31][c:32]4[nH:33][c:34]([CH2:37][NH:38][C:39](=[O:40])[O:41][C:42]([CH3:43])([CH3:44])[CH3:45])[n:35][c:36]34)[cH:23][cH:24]2)=[O:48])[CH3:49])[cH:12][cH:13][c:14]([CH3:16])[cH:15]1)[N:60]1[CH2:59][CH2:58][N:57]([C:55]([O:54][C:50]([CH3:51])([CH3:52])[CH3:53])=[O:56])[CH2:62][CH2:61]1. Reactants: CC=1C=C(C=CC1)C=1SC=CC1 (2-(3-Methylphenyl)thiophene), BrC=1C=CC(=C(C=O)C1)Cl (5-bromo-2-chlorobenzaldehyde). The product is BrC=1C=CC(=C(C1)CC=1SC(=CC1)C1=CC(=CC=C1)C)Cl (5-Bromo-2-chloro-1-(5-(3-methylphenyl)-2-thienylmethyl)benzene). RXN SMILES: [CH3:1][C:2]1[CH:3]=[C:4]([C:8]2[S:9][CH:10]=[CH:11][CH:12]=2)[CH:5]=[CH:6][CH:7]=1.[Br:13][C:14]1[CH:15]=[CH:16][C:17]([Cl:22])=[C:18]([CH:21]=1)[CH:19]=O>>[Br:13][C:14]1[CH:15]=[CH:16][C:17]([Cl:22])=[C:18]([CH2:19][C:10]2[S:9][C:8]([C:4]3[CH:5]=[CH:6][CH:7]=[C:2]([CH3:1])[CH:3]=3)=[CH:12][CH:11]=2)[CH:21]=1. Procedure details: 2-(3-Methylphenyl)thiophene obtained in Reference Example 83-(1) and 5-bromo-2-chlorobenzaldehyde obtained in Reference Example 16-(1) were treated in a manner similar to Reference Example 9 to give the target compound. APCI-Mass m/Z 377/379/381 (M+H). Reactants: NC=1C(=NC(=NC1NC1=C(C=CC=C1)OC)NC1=CC(=CC=C1)CO[Si](C)(C)C(C)(C)C)C(=O)OCC (Ethyl 5-amino-2-(3-((tert-butyldimethylsilyloxy)methyl)phenylamino)-6-(2-methoxyphenylamino)pyrimidine-4-carboxylate), 1,1′-1,1′-carbonyldiimidazole, [Si](C)(C)(C(C)(C)C)OCC=1C=C(C=CC1)NC1=NC(=C2NC(N(C2=N1)C1=C(C=CC=C1)OC)=O)C(=O)OCC (Ethyl 2-(3-((tert-butyldimethylsilyloxy)methyl)phenylamino)-9-(2-methoxyphenyl)-8-oxo-8,9-dihydro-7H-purine-6-carboxylate). Solvent: ClCCl (dichloromethane). The product is OCC=1C=C(C=CC1)NC1=NC(=C2NC(N(C2=N1)C1=C(C=CC=C1)OC)=O)C(=O)N (2-(3-(HYDROXYMETHYL)PHENYLAMINO)-9-(2-METHOXYPHENYL)-8-OXO-8,9-DIHYDRO-7H-PURINE-6-CARBOXAMIDE). Isolated yield 71.0%. Reaction SMILES: [Si]([O:8][CH2:9][C:10]1[CH:11]=[C:12]([NH:16][C:17]2[N:25]=[C:24]3[C:20]([NH:21][C:22](=[O:34])[N:23]3[C:26]3[CH:31]=[CH:30][CH:29]=[CH:28][C:27]=3[O:32][CH3:33])=[C:19]([C:35]([O:37]CC)=O)[N:18]=2)[CH:13]=[CH:14][CH:15]=1)(C(C)(C)C)(C)C.[NH2:40]C1C(C(OCC)=O)=NC(NC2C=CC=C(CO[Si](C(C)(C)C)(C)C)C=2)=NC=1NC1C=CC=CC=1OC>ClCCl>[OH:8][CH2:9][C:10]1[CH:11]=[C:12]([NH:16][C:17]2[N:25]=[C:24]3[C:20]([NH:21][C:22](=[O:34])[N:23]3[C:26]3[CH:31]=[CH:30][CH:29]=[CH:28][C:27]=3[O:32][CH3:33])=[C:19]([C:35]([NH2:40])=[O:37])[N:18]=2)[CH:13]=[CH:14][CH:15]=1. Procedure details: Ethyl 2-(3-((tert-butyldimethylsilyloxy)methyl)phenylamino)-9-(2-methoxyphenyl)-8-oxo-8,9-dihydro-7H-purine-6-carboxylate. Ethyl 5-amino-2-(3-((tert-butyldimethylsilyloxy)methyl)phenylamino)-6-(2-methoxyphenylamino)pyrimidine-4-carboxylate (0.242 g, 0.462 mmol) and 1,1′-1,1′-carbonyldiimidazole (0.525 g, 3.23 mmol) in dichloromethane (15 mL) were reacted according to General Procedure F and purified using biotage chromatography (10 to 90% EtOAc in hexanes) to afford the title compound (0.180 g, ... The reactants are C(C1=CC=CC=C1)C1=CC=NC=C1 (4-benzylpyridine), OC1=CC=C(C=C1)C(CC)=O (4'-hydroxypropiophenone), [H][H] (hydrogen), BrBr (bromine). Reagents/catalysts: [Pt]=O (platinum oxide). Solvent: CO (methanol), O1CCOCC1 (dioxane), CO (methanol). Conditions: time 1 hour. Product: CC(C(C=1C=CC(=CC1)O)O)N2CCC(CC2)CC=3C=CC=CC3.Br (ifenprodil hydrobromide). Yield: 61.7%. Reaction SMILES: [OH:1][C:2]1[CH:7]=[CH:6][C:5]([C:8](=[O:11])[CH2:9][CH3:10])=[CH:4][CH:3]=1.[Br:12]Br.[CH2:14]([C:21]1[CH:26]=[CH:25][N:24]=[CH:23][CH:22]=1)[C:15]1[CH:20]=[CH:19][CH:18]=[CH:17][CH:16]=1.[H][H]>[Pt]=O.CO.O1CCOCC1>[CH3:10][CH:9]([N:24]1[CH2:25][CH2:26][CH:21]([CH2:14][C:15]2[CH:16]=[CH:17][CH:18]=[CH:19][CH:20]=2)[CH2:22][CH2:23]1)[CH:8]([OH:11])[C:5]1[CH:6]=[CH:7][C:2]([OH:1])=[CH:3][CH:4]=1.[BrH:12] |f:7.8|. Reported procedure: To 4 ml of dioxane were added 6.0 g of 4'-hydroxypropiophenone. 6.8 Grams of bromine were added dropwise to the mixture with stirring at room temperature. The reaction liquid was stirred for an additional 5 minutes and then nitrogen was introduced thereinto at a flow rate of 400 ml/minute for one hour at room temperature. To the reaction liquid were than added 6.8 g of 4-benzylpyridine and 50 ml of methanol, and the mixture was refluxed under heating for 4 hours. After stopping the heating, 0.2 ...